This data is from the Open Reaction Database (ORD), a public repository of structured organic reaction records. The task is: describe an organic reaction: reactants, conditions, products, and yield The reactants are BrC1=CC2=C(OCC(C3=C2N=C(S3)C(=O)OCC)(F)F)C=C1F (Ethyl 9-bromo-4,4,8-trifluoro-4,5-dihydrobenzo[2,3]oxepino[4,5-d]thiazole-2-carboxylate), C(#C)[C@]1(C(N(CC1)C)=O)O ((3R)-3-ethynyl-3-hydroxy-1-methyl-pyrrolidin-2-one). The product is FC1(COC2=C(C=3N=C(SC31)C(=O)OCC)C=C(C(=C2)F)C#C[C@]2(C(N(CC2)C)=O)O)F ((R)-ethyl 4,4,8-trifluoro-9-((3-hydroxy-1-methyl-2-oxopyrrolidin-3-yl)ethynyl)-4,5-dihydrobenzo[2,3]oxepin o[4,5-d]thiazole-2-carboxylate). RXN SMILES: Br[C:2]1[C:22]([F:23])=[CH:21][C:5]2[O:6][CH2:7][C:8]([F:20])([F:19])[C:9]3[S:13][C:12]([C:14]([O:16][CH2:17][CH3:18])=[O:15])=[N:11][C:10]=3[C:4]=2[CH:3]=1.[C:24]([C@:26]1([OH:33])[CH2:30][CH2:29][N:28]([CH3:31])[C:27]1=[O:32])#[CH:25]>>[F:19][C:8]1([F:20])[C:9]2[S:13][C:12]([C:14]([O:16][CH2:17][CH3:18])=[O:15])=[N:11][C:10]=2[C:4]2[CH:3]=[C:2]([C:25]#[C:24][C@:26]3([OH:33])[CH2:30][CH2:29][N:28]([CH3:31])[C:27]3=[O:32])[C:22]([F:23])=[CH:21][C:5]=2[O:6][CH2:7]1. Reported procedure: Ethyl 9-bromo-8-fluoro-4-oxo-4,5-dihydrobenzo[2,3]oxepino[4,5-d]thiazole-2-carboxylate was subjected to General Procedure P to afford 400 mg (95%) of ethyl 9-bromo-4,4,8-trifluoro-4,5-dihydrobenzo[2,3]oxepino[4,5-d]thiazole-2-carboxylate. Ethyl 9-bromo-4,4,8-trifluoro-4,5-dihydrobenzo[2,3]oxepino[4,5-d]thiazole-2-carboxylate was reacted with (3R)-3-ethynyl-3-hydroxy-1-methyl-pyrrolidin-2-one similarly to as described in General Procedure F with non-critical modifications to afford (R)-ethyl 4,4,... Starting materials: Cc1ccnc(C=Cc2nn(C3CCCCO3)c3cc(Nc4ccccc4C(=O)O)ccc23)c1, Cn1c(CN)nc2ccccc21, Cl. The product is Cc1ccnc(C=Cc2nn(C3CCCCO3)c3cc(Nc4ccccc4C(=O)NCc4nc5ccccc5n4C)ccc23)c1. Reaction SMILES: [CH3:14][c:15]1[cH:16][c:17]([CH:21]=[CH:22][c:23]2[n:24][n:25]([CH:42]3[O:43][CH2:44][CH2:45][CH2:46][CH2:47]3)[c:26]3[cH:27][c:28]([NH:32][c:33]4[c:34]([C:35](=[O:36])[OH:37])[cH:38][cH:39][cH:40][cH:41]4)[cH:29][cH:30][c:31]23)[n:18][cH:19][cH:20]1.[CH3:2][n:3]1[c:4]([CH2:12][NH2:13])[n:5][c:6]2[c:7]1[cH:8][cH:9][cH:10][cH:11]2.[ClH:1]>>[CH3:2][n:3]1[c:4]([CH2:12][NH:13][C:35]([c:34]2[c:33]([NH:32][c:28]3[cH:27][c:26]4[n:25]([CH:42]5[O:43][CH2:44][CH2:45][CH2:46][CH2:47]5)[n:24][c:23]([CH:22]=[CH:21][c:17]5[cH:16][c:15]([CH3:14])[cH:20][cH:19][n:18]5)[c:31]4[cH:30][cH:29]3)[cH:41][cH:40][cH:39][cH:38]2)=[O:36])[n:5][c:6]2[c:7]1[cH:8][cH:9][cH:10][cH:11]2. Starting materials: C=CCP(=O)(O)O, NO, O=S(=O)([O-])C(F)(F)F, O=[PH](O)O, Oc1ccccc1, Oc1ccccc1, c1ccc(P(c2ccccc2)c2ccccc2)cc1. Yields the product O=[PH](O)O, Oc1ccccc1. Reaction SMILES: [CH2:3]([CH:4]=[CH2:5])[P:6]([OH:7])([OH:8])=[O:9].[NH2:1][OH:2].[O-:24][S:25]([C:26]([F:27])([F:28])[F:29])(=[O:30])=[O:31].[PH:32](=[O:33])([OH:34])[OH:35].[c:10]1([OH:16])[cH:11][cH:12][cH:13][cH:14][cH:15]1.[c:17]1([OH:18])[cH:19][cH:20][cH:21][cH:22][cH:23]1.[c:36]1([P:37]([c:38]2[cH:39][cH:40][cH:41][cH:42][cH:43]2)[c:44]2[cH:45][cH:46][cH:47][cH:48][cH:49]2)[cH:50][cH:51][cH:52][cH:53][cH:54]1>>[PH:6](=[O:7])([OH:8])[OH:9].[c:10]1([OH:16])[cH:11][cH:12][cH:13][cH:14][cH:15]1. Starting materials: NC1=CC=CC(=N1)NC=1C(N(C=C(C1)Br)C)=O (3-(6-Amino-pyridin-2-ylamino)-5-bromo-1-methyl-1H-pyridin-2-one), C(C)(C)(C)C1=CC=C(C(=O)NC2=C(C(=CC=C2)B2OC(C(O2)(C)C)(C)C)C)C=C1 (4-tert-butyl-N-[2-methyl-3-(4,4,5,5-tetramethyl-[1,3,2]dioxaborolan-2-yl)-phenyl]-benzamide). Reagents/catalysts: C=1C=CC(=CC1)[P](C=2C=CC=CC2)(C=3C=CC=CC3)[Pd]([P](C=4C=CC=CC4)(C=5C=CC=CC5)C=6C=CC=CC6)([P](C=7C=CC=CC7)(C=8C=CC=CC8)C=9C=CC=CC9)[P](C=1C=CC=CC1)(C=1C=CC=CC1)C=1C=CC=CC1 (Pd(PPh3)4). The solvent is COCCOC (DME), C(=O)([O-])[O-].[Na+].[Na+] (Na2CO3). Reaction conditions: temperature 95 celsius. The product is NC1=CC=CC(=N1)NC1=CC(=CN(C1=O)C)C=1C(=C(C=CC1)NC(C1=CC=C(C=C1)C(C)(C)C)=O)C (N-{3-[5-(6-Amino-pyridin-2-ylamino)-1-methyl-6-oxo-1,6-dihydro-pyridin-3-yl]-2-methyl-phenyl}-4-tert-butyl-benzamide). Yield: 40.4%. As a reaction SMILES: [NH2:1][C:2]1[N:7]=[C:6]([NH:8][C:9]2[C:10](=[O:17])[N:11]([CH3:16])[CH:12]=[C:13](Br)[CH:14]=2)[CH:5]=[CH:4][CH:3]=1.[C:18]([C:22]1[CH:46]=[CH:45][C:25]([C:26]([NH:28][C:29]2[CH:34]=[CH:33][CH:32]=[C:31](B3OC(C)(C)C(C)(C)O3)[C:30]=2[CH3:44])=[O:27])=[CH:24][CH:23]=1)([CH3:21])([CH3:20])[CH3:19]>COCCOC.C([O-])([O-])=O.[Na+].[Na+].C1C=CC([P]([Pd]([P](C2C=CC=CC=2)(C2C=CC=CC=2)C2C=CC=CC=2)([P](C2C=CC=CC=2)(C2C=CC=CC=2)C2C=CC=CC=2)[P](C2C=CC=CC=2)(C2C=CC=CC=2)C2C=CC=CC=2)(C2C=CC=CC=2)C2C=CC=CC=2)=CC=1>[NH2:1][C:2]1[N:7]=[C:6]([NH:8][C:9]2[C:10](=[O:17])[N:11]([CH3:16])[CH:12]=[C:13]([C:31]3[C:30]([CH3:44])=[C:29]([NH:28][C:26](=[O:27])[C:25]4[CH:24]=[CH:23][C:22]([C:18]([CH3:19])([CH3:20])[CH3:21])=[CH:46][CH:45]=4)[CH:34]=[CH:33][CH:32]=3)[CH:14]=2)[CH:5]=[CH:4][CH:3]=1 |f:3.4.5,^1:62,64,83,102|. Procedure: A 48-mL sealed tube equipped with a magnetic stirring bar was charged with 3-(6-amino-pyridin-2-ylamino)-5-bromo-1-methyl-1H-pyridin-2-one (2) (0.054 g, 0.18 mmol), 4-tert-butyl-N-[2-methyl-3-(4,4,5,5-tetramethyl-[1,3,2]dioxaborolan-2-yl)-phenyl]-benzamide (0.086 g, 0.22 mmol), and Pd(PPh3)4 (0.010 g, 0.010 mmol) in DME (10 mL) and 1N Na2CO3 (5 mL). After the mixture was degassed for 15 min., it was heated at 95° C. for 16 h. Then, the reaction mixture was cooled to room temperature and poured i... The reactants are C(#N)C=1C=NC=C(C1)C#C (3-Cyano-5-ethynylpyridine), CC(=O)C (acetone), [Mn](=O)(=O)(=O)[O-].[K+] (potassium permanganate). Run at temperature 100 celsius, time 10 minute. The product is C(=O)(OC)C=1C=C(C=NC1)C#N (5-carbomethoxy-3-cyanopyridine). The yield is 41.0%. Reaction SMILES: [C:1]([C:3]1[CH:4]=[N:5][CH:6]=[C:7]([C:9]#C)[CH:8]=1)#[N:2].[Mn]([O-])(=O)(=O)=[O:12].[K+].C[C:18](C)=[O:19]>>[C:9]([C:7]1[CH:8]=[C:3]([C:1]#[N:2])[CH:4]=[N:5][CH:6]=1)([O:19][CH3:18])=[O:12] |f:1.2|. Procedure: 3-Cyano-5-ethynylpyridine (1.28 g) (see Example 2) was dissolved in acetone (20 ml), and an aqueous solution (40 ml) of potassium permanganate (350 mg) was added dropwise. After the addition was completed, the reaction mixture was heated to 100° C. and filtered. The filtrate was concentrated under reduced pressure, and the residue was dissolved in DMF (20 ml). Potassium carbonate (1.6 g) and dimethyl sulfate (1 ml) were added to the solution, and the mixture was stirred at room temperature for 1...